Dataset: the Open Reaction Database (ORD), a public repository of structured organic reaction records. Task: describe an organic reaction: reactants, conditions, products, and yield Starting materials: C(CCCCCCCCCCCCCCC)NC1=CC=C(C(=O)N2CSCC2C(=O)OCC)C=C1 (3-[4-(hexadecylamino)benzoyl]-4-carboethoxythiazolidine), carboxylic acid, S1CNC(C1)C(=O)O (thiazolidine-4-carboxylic acid). The solvent is C([O-])(O)=O.[Na+].CC(=O)C (acetone sodium bicarbonate). The product is C(CCCCCCCCCCCCCCC)NC1=CC=C(C(=O)N2CSCC2C(=O)O)C=C1 (3-[4-(hexadecylamino)benzoyl]-4-carboxythiazolidine). RXN SMILES: [CH2:1]([NH:17][C:18]1[CH:35]=[CH:34][C:21]([C:22]([N:24]2[CH:28]([C:29]([O:31]CC)=[O:30])[CH2:27][S:26][CH2:25]2)=[O:23])=[CH:20][CH:19]=1)[CH2:2][CH2:3][CH2:4][CH2:5][CH2:6][CH2:7][CH2:8][CH2:9][CH2:10][CH2:11][CH2:12][CH2:13][CH2:14][CH2:15][CH3:16].S1CC(C(O)=O)NC1>C(=O)(O)[O-].[Na+].CC(C)=O>[CH2:1]([NH:17][C:18]1[CH:19]=[CH:20][C:21]([C:22]([N:24]2[CH:28]([C:29]([OH:31])=[O:30])[CH2:27][S:26][CH2:25]2)=[O:23])=[CH:34][CH:35]=1)[CH2:2][CH2:3][CH2:4][CH2:5][CH2:6][CH2:7][CH2:8][CH2:9][CH2:10][CH2:11][CH2:12][CH2:13][CH2:14][CH2:15][CH3:16] |f:2.3.4|. Reported procedure: By means of the alkaline hydrolysis method of Example 7, the ethyl ester of Example 21 is converted to the subject carboxylic acid. This acid is also prepared using the procedure of Example 21 except that the acylation of the thiazolidine-4-carboxylic acid is carried out in aqueous acetone sodium bicarbonate solution. The reactants are C=CCC1CC(CC#N)OCO1, ClCCl, O=[O+][O-]. Yields the product N#CCC1CC(CC=O)OCO1. As a reaction SMILES: [CH2:1]([CH:2]=[CH2:3])[CH:4]1[CH2:5][CH:6]([CH2:10][C:11]#[N:12])[O:7][CH2:8][O:9]1.[Cl:16][CH2:17][Cl:18].[O-:13][O+:14]=[O:15]>>[CH2:1]([CH:2]=[O:13])[CH:4]1[CH2:5][CH:6]([CH2:10][C:11]#[N:12])[O:7][CH2:8][O:9]1. The reactants are C1(=CC=CC=C1)P(C1=CC=CC=C1)C1=CC=CC=C1 (triphenylphosphine), C(C=CC1=CC=CC=C1)Cl (cinnamyl chloride). Run in C=1(C(=CC=CC1)C)C (xylene). Run at temperature 130 celsius. Yields the product 117.4, [Cl-].C(C=CC1=CC=CC=C1)[P+](C1=CC=CC=C1)(C1=CC=CC=C1)C1=CC=CC=C1 (cinnamyltriphenylphosphonium chloride). As a reaction SMILES: [C:1]1([P:7]([C:14]2[CH:19]=[CH:18][CH:17]=[CH:16][CH:15]=2)[C:8]2[CH:13]=[CH:12][CH:11]=[CH:10][CH:9]=2)[CH:6]=[CH:5][CH:4]=[CH:3][CH:2]=1.[CH2:20]([Cl:29])[CH:21]=[CH:22][C:23]1[CH:28]=[CH:27][CH:26]=[CH:25][CH:24]=1>C1(C)C(C)=CC=CC=1>[Cl-:29].[CH2:20]([P+:7]([C:1]1[CH:2]=[CH:3][CH:4]=[CH:5][CH:6]=1)([C:8]1[CH:13]=[CH:12][CH:11]=[CH:10][CH:9]=1)[C:14]1[CH:15]=[CH:16][CH:17]=[CH:18][CH:19]=1)[CH:21]=[CH:22][C:23]1[CH:28]=[CH:27][CH:26]=[CH:25][CH:24]=1 |f:3.4|. Procedure details: 88.2 parts of triphenylphosphine was dissolved in 240 parts of xylene and 51.3 parts of cinnamyl chloride was added thereto. The mixture was heated at 130° C. for 4 hr. After the mixture was cooled to 30° C., the resulting colorless crystals were collected by filtration and washed with toluene to obtain 117.4 parts of cinnamyltriphenylphosphonium chloride (compound No. 15). Reactants: O(C1=CC=CC=C1)C1=CC=CC(=N1)CO ((6-phenoxy-2-pyridyl)methanol), acid chloride, FC1=C(C=CC(=C1)C(F)(F)F)NC(C(=O)O)C(C)C (2-(2-fluoro-4-trifluoromethylphenylamino)-3-methylbutanoic acid). The product is FC1=C(C=CC(=C1)C(F)(F)F)NC(C(=O)OCC1=NC(=CC=C1)OC1=CC=CC=C1)C(C)C ((6-Phenoxy-2-pyridyl)methyl 2-(2-fluoro-4-trifluoromethylphenylamino)-3-methylbutanoate). Reaction SMILES: [O:1]([C:8]1[N:13]=[C:12]([CH2:14][OH:15])[CH:11]=[CH:10][CH:9]=1)[C:2]1[CH:7]=[CH:6][CH:5]=[CH:4][CH:3]=1.[F:16][C:17]1[CH:22]=[C:21]([C:23]([F:26])([F:25])[F:24])[CH:20]=[CH:19][C:18]=1[NH:27][CH:28]([CH:32]([CH3:34])[CH3:33])[C:29](O)=[O:30]>>[F:16][C:17]1[CH:22]=[C:21]([C:23]([F:26])([F:25])[F:24])[CH:20]=[CH:19][C:18]=1[NH:27][CH:28]([CH:32]([CH3:34])[CH3:33])[C:29]([O:15][CH2:14][C:12]1[CH:11]=[CH:10][CH:9]=[C:8]([O:1][C:2]2[CH:3]=[CH:4][CH:5]=[CH:6][CH:7]=2)[N:13]=1)=[O:30]. Procedure details: (6-Phenoxy-2-pyridyl)methyl 2-(2-fluoro-4-trifluoromethylphenylamino)-3-methylbutanoate, MS m/e 462 (M+) is prepared using the procedure of Example 1 from (6-phenoxy-2-pyridyl)methanol and the acid chloride of 2-(2-fluoro-4-trifluoromethylphenylamino)-3-methylbutanoic acid. The reactants are [OH-].[Na+] (sodium hydroxide), C1(=CC=CC=C1)NC1=CC=C(C=C1)N (N-phenyl-p-phenylenediamine), C(C=C)Br (allyl bromide), [I-].[K+] (potassium iodide). Reagents/catalysts: [Br-].C(CCC)[N+](CCCC)(CCCC)CCCC (tetrabutylammonium bromide). Reaction conditions: temperature 80 celsius. RXN SMILES: [C:1]1([NH:7][C:8]2[CH:13]=[CH:12][C:11]([NH2:14])=[CH:10][CH:9]=2)[CH:6]=[CH:5][CH:4]=[CH:3][CH:2]=1.[CH2:15](Br)[CH:16]=[CH2:17].[I-].[K+].[OH-].[Na+]>[Br-].C([N+](CCCC)(CCCC)CCCC)CCC>[CH2:15]([N:14]([CH2:5][CH:4]=[CH2:3])[C:11]1[CH:12]=[CH:13][C:8]([N:7]([CH2:6][CH:1]=[CH2:2])[C:1]2[CH:2]=[CH:3][CH:4]=[CH:5][CH:6]=2)=[CH:9][CH:10]=1)[CH:16]=[CH2:17] |f:2.3,4.5,6.7|. Procedure details: A well-stirred intimate mixture of N-phenyl-p-phenylenediamine (10 g, 0.054 mol), allyl bromide (16 ml, 0.18 mol), potassium iodide (1 g, 0.006 mol) and tetrabutylammonium bromide (1 g, 0.003 mol) is treated with an aqueous solution of sodium hydroxide (7.2 g, 0.18 mol). The mixture is heated to 80° C. for five hours. The mixture is then cooled and extracted with diethyl ether. The organic layer is dried over anhydrous magnesium sulfate and concentrated to an oil. The oil is chromatographed (sil... Product: C(C=C)N(C1=CC=C(C=C1)N(C1=CC=CC=C1)CC=C)CC=C (N,N,N'-Triallyl-N'-phenyl-p-phenylenediamine).